Task: describe an organic reaction: reactants, conditions, products, and yield. Dataset: the Open Reaction Database (ORD), a public repository of structured organic reaction records The reactants are COCOc1ccc(OC)cc1-c1nc2c(CBr)cccc2o1, O=C([O-])[O-], CC#N, NCc1ccccn1, [Na+], [Na+]. Yields the product COCOc1ccc(OC)cc1-c1nc2c(CNCc3ccccn3)cccc2o1. RXN SMILES: [Br:1][CH2:2][c:3]1[cH:4][cH:5][cH:6][c:7]2[c:8]1[n:9][c:10](-[c:12]1[c:13]([O:20][CH2:21][O:22][CH3:23])[cH:14][cH:15][c:16]([O:18][CH3:19])[cH:17]1)[o:11]2.[C:32](=[O:33])([O-:34])[O-:35].[CH3:38][C:39]#[N:40].[NH2:24][CH2:25][c:26]1[n:27][cH:28][cH:29][cH:30][cH:31]1.[Na+:36].[Na+:37]>>[CH2:2]([c:3]1[cH:4][cH:5][cH:6][c:7]2[c:8]1[n:9][c:10](-[c:12]1[c:13]([O:20][CH2:21][O:22][CH3:23])[cH:14][cH:15][c:16]([O:18][CH3:19])[cH:17]1)[o:11]2)[NH:24][CH2:25][c:26]1[n:27][cH:28][cH:29][cH:30][cH:31]1. Yields the product ClC=1C=C2/C(/C(NC2=CC1)=O)=C/C1=C(C=2C(N(CCCC2N1)CCN(C)C)=O)C ((Z)-2-(5-chloro-2-oxo-1,2-dihydro-indol-3-ylidenemethyl)-5-(2-dimethylamino-ethyl)-3-methyl-5,6,7,8-tetrahydro-1H-pyrrolo[3,2-c]azepin-4-one). The reactants are ClC=1C=C2CC(NC2=CC1)=O (5-chloro-1,3-dihydro-indol-2-one), N1CCCCC1 (piperidine), CN(CCN1C(C2=C(CCC1)NC(=C2C)C=O)=O)C (5-(2-dimethylamino-ethyl)-3-methyl-4-oxo-1,4,5,6,7,8-hexahydro-pyrrolo[3,2-c]azepine-2-carbaldehyde). Reported procedure: 5-(2-Dimethylamino-ethyl)-3-methyl-4-oxo-1,4,5,6,7,8-hexahydro-pyrrolo[3,2-c]azepine-2-carbaldehyde 23c (53 mg, 0.2 mmol) was dissolved in 1 ml of methanol under stirring, and added with 5-chloro-1,3-dihydro-indol-2-one (34 mg, 0.2 mmol) and piperidine (0.1 ml) to the solution. Upon the completion of the addition, the mixture was stirred to mix well in dark, heated to reflux for 2 hours and lots of precipitate was formed. After thin lay chromatography showed the disappearance of starting materia... RXN SMILES: [CH3:1][N:2]([CH3:19])[CH2:3][CH2:4][N:5]1[CH2:11][CH2:10][CH2:9][C:8]2[NH:12][C:13]([CH:16]=O)=[C:14]([CH3:15])[C:7]=2[C:6]1=[O:18].[Cl:20][C:21]1[CH:22]=[C:23]2[C:27](=[CH:28][CH:29]=1)[NH:26][C:25](=[O:30])[CH2:24]2.N1CCCCC1>CO>[Cl:20][C:21]1[CH:22]=[C:23]2[C:27](=[CH:28][CH:29]=1)[NH:26][C:25](=[O:30])/[C:24]/2=[CH:16]\[C:13]1[NH:12][C:8]2[CH2:9][CH2:10][CH2:11][N:5]([CH2:4][CH2:3][N:2]([CH3:19])[CH3:1])[C:6](=[O:18])[C:7]=2[C:14]=1[CH3:15]. Run in CO (methanol). Isolated yield 75.1%. The reactants are FC(F)(F)c1ncc(OCc2ccccc2)c(Cl)n1, CC#N, O=C1CCCN1CC1CCNCC1, [Na+], [Na+], O=C([O-])[O-], O. Product: O=C1CCCN1CC1CCN(c2nc(C(F)(F)F)ncc2OCc2ccccc2)CC1. As a reaction SMILES: [CH2:15]([c:16]1[cH:17][cH:18][cH:19][cH:20][cH:21]1)[O:22][c:23]1[c:24]([Cl:33])[n:25][c:26]([C:29]([F:30])([F:31])[F:32])[n:27][cH:28]1.[CH3:40][C:41]#[N:42].[NH:2]1[CH2:3][CH2:4][CH:5]([CH2:8][N:9]2[C:10](=[O:14])[CH2:11][CH2:12][CH2:13]2)[CH2:6][CH2:7]1.[Na+:34].[Na+:35].[O-:36][C:37](=[O:38])[O-:39].[OH2:1]>>[N:2]1([c:24]2[c:23]([O:22][CH2:15][c:16]3[cH:17][cH:18][cH:19][cH:20][cH:21]3)[cH:28][n:27][c:26]([C:29]([F:30])([F:31])[F:32])[n:25]2)[CH2:3][CH2:4][CH:5]([CH2:8][N:9]2[C:10](=[O:14])[CH2:11][CH2:12][CH2:13]2)[CH2:6][CH2:7]1. The reactants are BrC1=C2C=CC=C(C2=CC=C1)C(=O)OC (Methyl 5-bromo-1-naphthoate), O.NN (hydrazine hydrate). The solvent is CO (methanol). Yields the product BrC1=C2C=CC=C(C2=CC=C1)C(=O)NN (5-Bromo-1-napthoic hydrazide). Yield: 65.6%. Reaction SMILES: [Br:1][C:2]1[CH:11]=[CH:10][CH:9]=[C:8]2[C:3]=1[CH:4]=[CH:5][CH:6]=[C:7]2[C:12]([O:14]C)=O.O.[NH2:17][NH2:18]>CO>[Br:1][C:2]1[CH:11]=[CH:10][CH:9]=[C:8]2[C:3]=1[CH:4]=[CH:5][CH:6]=[C:7]2[C:12]([NH:17][NH2:18])=[O:14] |f:1.2|. Procedure details: Methyl 5-bromo-1-naphthoate (D1) (5.32 g, 20 mmol) and hydrazine hydrate (5.7 ml, 100 mmol) were stirred at reflux in methanol (50 ml) for 48 h. After cooling, the solid was filtered off, washed with cold methanol, and dried in vacuo at 60° C., yielding the title compound (3.48 g, 65%) as a grey-brown crystalline powder. RXN SMILES: [Br:23][c:24]1[c:25]2[n:26]([n:27][c:28]([Cl:30])[cH:29]1)[cH:31][cH:32][n:33]2.[CH2:34]1[O:35][CH2:36][CH2:37][CH2:38]1.[CH3:1][C:2]([CH3:3])([O-:4])[CH3:5].[CH3:7][O:8][c:9]1[cH:10][cH:11][c:12]([CH2:13][NH:14][c:15]2[cH:16][cH:17][cH:18][cH:19][cH:20]2)[cH:21][cH:22]1.[K+:6]>>[CH3:7][O:8][c:9]1[cH:10][cH:11][c:12]([CH2:13][N:14]([c:15]2[cH:16][cH:17][cH:18][cH:19][cH:20]2)[c:24]2[c:25]3[n:26]([n:27][c:28]([Cl:30])[cH:29]2)[cH:31][cH:32][n:33]3)[cH:21][cH:22]1. Starting materials: Clc1cc(Br)c2nccn2n1, C1CCOC1, CC(C)(C)[O-], COc1ccc(CNc2ccccc2)cc1, [K+]. Product: COc1ccc(CN(c2ccccc2)c2cc(Cl)nn3ccnc23)cc1. Reactants: C1(C=CC(N1CCCC(=O)N)=O)=O (MAD), S[C@H]1[C@H](O)[C@@H](O)[C@@H](O)[C@H](O1)CO (1-thio-b-galactopyranose), C(CC(O)(C(=O)O)CC(=O)O)(=O)O (citric acid), Na2HPO4, [Na+].[Cl-] (NaCl), C(CN(CC(=O)O)CC(=O)O)N(CC(=O)O)CC(=O)O (ethylenediamine-tetraacetic acid), C1(C=CC(N1CCCC(=O)N)=O)=O (4-maleimido-butyramide). The solvent is C(C)O (ethanol), C(C)O (ethanol). Yields the product C1(C=CC(N1CCCC(=O)N)=O)=O.OC1[C@H](O)[C@@H](O)[C@@H](O)[C@H](O1)CO (MAD Gal). As a reaction SMILES: S[C@@H:2]1[O:10][C@H:9]([CH2:11][OH:12])[C@H:7]([OH:8])[C@H:5]([OH:6])[C@H:3]1[OH:4].C(O)(=O)CC(CC(O)=O)(C(O)=O)[OH:16].[Na+].[Cl-].C(N(CC(O)=O)CC(O)=O)CN(CC(O)=O)CC(O)=O.[C:48]1(=[O:60])[N:52]([CH2:53][CH2:54][CH2:55][C:56]([NH2:58])=[O:57])[C:51](=[O:59])[CH:50]=[CH:49]1>C(O)C>[C:51]1(=[O:59])[N:52]([CH2:53][CH2:54][CH2:55][C:56]([NH2:58])=[O:57])[C:48](=[O:60])[CH:49]=[CH:50]1.[OH:16][CH:2]1[O:10][C@H:9]([CH2:11][OH:12])[C@H:7]([OH:8])[C@H:5]([OH:6])[C@H:3]1[OH:4] |f:2.3,7.8|. Reported procedure: 1-thio-b-galactopyranose (1.5 mg) is dissolved in 150 μl of buffer A (20 mM citric acid, 35 mM Na2HPO4, 108 mM NaCl, 1 mM ethylenediamine-tetraacetic acid (EDTA)) and 150 μl of ethanol, N-(m-(3-trifluoromethyl)diazirine-3-yl)phenyl)-4-maleimido-butyramide (MAD, 3.3 mg, preparation according to A. Collioud et al., Bioconjugate Chemistry 4, 528-536 (1993)) is dissolved in 150 μl of ethanol and an additional 150 μl of buffer A. Both solutions are mixed. The mixture is stirred and allowed to react a... Reactants: CO, c1ccc(CN2CCCC(Oc3ccc(-n4ccnc4)nn3)C2)cc1. Product: c1cn(-c2ccc(OC3CCCNC3)nn2)cn1. RXN SMILES: [CH3:26][OH:27].[n:1]1(-[c:6]2[cH:7][cH:8][c:9]([O:12][CH:13]3[CH2:14][N:15]([CH2:19][c:20]4[cH:21][cH:22][cH:23][cH:24][cH:25]4)[CH2:16][CH2:17][CH2:18]3)[n:10][n:11]2)[cH:2][n:3][cH:4][cH:5]1>>[n:1]1(-[c:6]2[cH:7][cH:8][c:9]([O:12][CH:13]3[CH2:14][NH:15][CH2:16][CH2:17][CH2:18]3)[n:10][n:11]2)[cH:2][n:3][cH:4][cH:5]1. The reactants are O (water), ClC1=CC(=C(N)C=C1OCC#C)F (4-Chloro-2-fluoro-5-(2-propynyloxy)aniline), C1(C2=C(C(=O)O1)CCCC2)=O (3,4,5,6-tetrahydrophthalic anhydride), resultant mixture. Solvent: C(C)(=O)O (acetic acid). The product is ClC1=CC(=C(C=C1OCC#C)N1C(C2=C(C1=O)CCCC2)=O)F (N-[4-chloro-2-fluoro-5-(2-propynyloxy)phenyl]-3,4,5,6-tetrahydrophthalimide). Yield: 40.9%. Reaction SMILES: [Cl:1][C:2]1[C:8]([O:9][CH2:10][C:11]#[CH:12])=[CH:7][C:5]([NH2:6])=[C:4]([F:13])[CH:3]=1.[C:14]1(=O)[O:19][C:17](=[O:18])[C:16]2[CH2:20][CH2:21][CH2:22][CH2:23][C:15]1=2.O>C(O)(=O)C>[Cl:1][C:2]1[C:8]([O:9][CH2:10][C:11]#[CH:12])=[CH:7][C:5]([N:6]2[C:17](=[O:18])[C:16]3[CH2:20][CH2:21][CH2:22][CH2:23][C:15]=3[C:14]2=[O:19])=[C:4]([F:13])[CH:3]=1. Reported procedure: 4-Chloro-2-fluoro-5-(2-propynyloxy)aniline (1.9 g) and 3,4,5,6-tetrahydrophthalic anhydride (1.52 g) were dissolved in acetic acid (20 ml) and refluxed for 3 hours. The resultant mixture was allowed to cool to room temperature and poured into water, followed by extraction with ether. The extract was washed with water, dried over anhydrous sodium sulfate and subjected to filtration. The filtrate was concentrated under reduced pressure and the residue was purified by silica gel chromatography to o... Starting materials: BrC=1SC2=C(N1)C=C(C(=C2C2=CC=C(C=C2)Cl)[C@@H](C(=O)OC)OC(C)(C)C)C ((S)-methyl 2-(2-bromo-7-(4-chlorophenyl)-5-methylbenzo[d]thiazol-6-yl)-2-tert-butoxyacetate), CN1N=C(C2=NC(=CC=C21)[Sn](CCCC)(CCCC)CCCC)N2CCN(CC2)C (1-methyl-3-(4-methylpiperazin-1-yl)-5-(tributylstannyl)-1H-pyrazolo[4,3-b]pyridine), [Li+].[Cl-] (LiCl). The reagents and catalysts are [Cu]I (CuI), C=1C=CC(=CC1)[P](C=2C=CC=CC2)(C=3C=CC=CC3)[Pd]([P](C=4C=CC=CC4)(C=5C=CC=CC5)C=6C=CC=CC6)([P](C=7C=CC=CC7)(C=8C=CC=CC8)C=9C=CC=CC9)[P](C=1C=CC=CC1)(C=1C=CC=CC1)C=1C=CC=CC1 (Pd(PPh3)4). Run in O1CCOCC1 (dioxane). Run at temperature 100 celsius. The product is C(C)(C)(C)O[C@H](C(=O)OC)C1=C(C2=C(N=C(S2)C2=CC=C3C(=N2)C(=NN3C)N3CCN(CC3)C)C=C1C)C1=CC=C(C=C1)Cl ((S)-methyl 2-tert-butoxy-2-(7-(4-chlorophenyl)-5-methyl-2-(1-methyl-3-(4-methylpiperazin-1-yl)-1H-pyrazolo[4,3-b]pyridin-5-yl)benzo[d]thiazol-6-yl)acetate). Reaction SMILES: Br[C:2]1[S:3][C:4]2[C:10]([C:11]3[CH:16]=[CH:15][C:14]([Cl:17])=[CH:13][CH:12]=3)=[C:9]([C@H:18]([O:23][C:24]([CH3:27])([CH3:26])[CH3:25])[C:19]([O:21][CH3:22])=[O:20])[C:8]([CH3:28])=[CH:7][C:5]=2[N:6]=1.[CH3:29][N:30]1[C:38]2[C:33](=[N:34][C:35]([Sn](CCCC)(CCCC)CCCC)=[CH:36][CH:37]=2)[C:32]([N:52]2[CH2:57][CH2:56][N:55]([CH3:58])[CH2:54][CH2:53]2)=[N:31]1.[Li+].[Cl-]>O1CCOCC1.[Cu]I.C1C=CC([P]([Pd]([P](C2C=CC=CC=2)(C2C=CC=CC=2)C2C=CC=CC=2)([P](C2C=CC=CC=2)(C2C=CC=CC=2)C2C=CC=CC=2)[P](C2C=CC=CC=2)(C2C=CC=CC=2)C2C=CC=CC=2)(C2C=CC=CC=2)C2C=CC=CC=2)=CC=1>[C:24]([O:23][C@@H:18]([C:9]1[C:8]([CH3:28])=[CH:7][C:5]2[N:6]=[C:2]([C:35]3[N:34]=[C:33]4[C:32]([N:52]5[CH2:53][CH2:54][N:55]([CH3:58])[CH2:56][CH2:57]5)=[N:31][N:30]([CH3:29])[C:38]4=[CH:37][CH:36]=3)[S:3][C:4]=2[C:10]=1[C:11]1[CH:16]=[CH:15][C:14]([Cl:17])=[CH:13][CH:12]=1)[C:19]([O:21][CH3:22])=[O:20])([CH3:27])([CH3:26])[CH3:25] |f:2.3,^1:72,74,93,112|. Procedure details: To a solution of (S)-methyl 2-(2-bromo-7-(4-chlorophenyl)-5-methylbenzo[d]thiazol-6-yl)-2-tert-butoxyacetate (22 mg, 0.046 mmol) in dioxane (2 mL), was added 1-methyl-3-(4-methylpiperazin-1-yl)-5-(tributylstannyl)-1H-pyrazolo[4,3-b]pyridine (20 mg, 0.038 mmol), CuI (7 mg, 0.038 mmol), LiCl (8 mg, 0.19 mmol) and Pd(PPh3)4 (4.4 mg, 0.004 mmol). The reaction mixture was heated at 100° C. for 2 h. The reaction was cooled, washed with sat. NaHCO3, extracted with EtOAc, dried over MgSO4, filtered, con...